Dataset: the Open Reaction Database (ORD), a public repository of structured organic reaction records. Task: describe an organic reaction: reactants, conditions, products, and yield Reactants: OC=1C=C(C=CC1)C=1C=C(SC1)C(CC)=O (1-[4-(3-hydroxyphenyl)-2-thiophenyl]-1-propanone), C(C1=CC=CC=C1)(=O)OCC=1C=C(CBr)C=CC1COC(C1=CC=CC=C1)=O (3,4-bis(benzoyloxymethyl)benzyl bromide), C([O-])([O-])=O.[K+].[K+] (potassium carbonate). The product is C1(=CC=CC=C1)C(=O)OCC=1C=C(COC=2C=C(C=CC2)C=2C=C(SC2)C(CC)=O)C=CC1COC(=O)C1=CC=CC=C1 (1-{4-[3-(3,4-Bis(1-phenylmethanoyloxymethyl)-benzyloxy)phenyl]-2-thiophenyl}-1-propanone). As a reaction SMILES: [OH:1][C:2]1[CH:3]=[C:4]([C:8]2[CH:9]=[C:10]([C:13](=[O:16])[CH2:14][CH3:15])[S:11][CH:12]=2)[CH:5]=[CH:6][CH:7]=1.[C:17]([O:25][CH2:26][C:27]1[CH:28]=[C:29]([CH:32]=[CH:33][C:34]=1[CH2:35][O:36][C:37](=[O:44])[C:38]1[CH:43]=[CH:42][CH:41]=[CH:40][CH:39]=1)[CH2:30]Br)(=[O:24])[C:18]1[CH:23]=[CH:22][CH:21]=[CH:20][CH:19]=1.C(=O)([O-])[O-].[K+].[K+]>>[C:18]1([C:17]([O:25][CH2:26][C:27]2[CH:28]=[C:29]([CH:32]=[CH:33][C:34]=2[CH2:35][O:36][C:37]([C:38]2[CH:43]=[CH:42][CH:41]=[CH:40][CH:39]=2)=[O:44])[CH2:30][O:1][C:2]2[CH:3]=[C:4]([C:8]3[CH:9]=[C:10]([C:13](=[O:16])[CH2:14][CH3:15])[S:11][CH:12]=3)[CH:5]=[CH:6][CH:7]=2)=[O:24])[CH:23]=[CH:22][CH:21]=[CH:20][CH:19]=1 |f:2.3.4|. Procedure details: In a manner similar to that of Example 1(i), by reaction of 3.8 g (16.3 mmol) of 1-[4-(3-hydroxyphenyl)-2-thiophenyl]-1-propanone with 16.9 g (18 mmol) of 3,4-bis(benzoyloxymethyl)benzyl bromide and 2.36 g (17 mmol) of potassium carbonate, the desired product is obtained in the form of white crystals (m.p.=117° C.; m=9.1 g; Y=95%).